This data is from the Open Reaction Database (ORD), a public repository of structured organic reaction records. The task is: describe an organic reaction: reactants, conditions, products, and yield The reactants are C(=O)(O)C1=CC2=C(C(C3=C(CC2)C=CC(=C3)C)=O)C=C1 (2-carboxy-7-methyl-10,11-dihydro-5-oxo-5H-dibenzo[a,d]cycloheptene), CC1=CC=C(C=O)C=C1 (p-methylbenzaldehyde). The product is C(=O)(O)C1=CC2=C(C(C3=C(CC2)C=C(C=C3)C)=O)C=C1 (2-carboxy-8-methyl-10,11-dihydro-5-oxo-5H-dibenzo[a,d]cycloheptene), CC=1C=C(C=O)C=CC1 (m-methylbenzaldehyde). As a reaction SMILES: [C:1]([C:4]1[CH:20]=[CH:19][C:7]2[C:8](=[O:18])[C:9]3[CH:16]=[C:15](C)[CH:14]=[CH:13][C:10]=3[CH2:11][CH2:12][C:6]=2[CH:5]=1)([OH:3])=[O:2].[CH3:21]C1C=CC(C=O)=CC=1>>[C:1]([C:4]1[CH:20]=[CH:19][C:7]2[C:8](=[O:18])[C:9]3[CH:16]=[CH:15][C:14]([CH3:21])=[CH:13][C:10]=3[CH2:11][CH2:12][C:6]=2[CH:5]=1)([OH:3])=[O:2].[CH3:12][C:6]1[CH:5]=[C:4]([CH:20]=[CH:19][CH:7]=1)[CH:1]=[O:2]. Procedure: 20 G. of 2,5-bis(carbomethoxy)benzyltriphenylphosphonium bromide and 7.65 g. of m-methoxybenzaldehyde were added to 100 ml of acetonitrile and 22 ml of diazabicyclononene was added. After 16 hours the mixture was added to water and extracted with ethyl acetate. The extract was washed, dried and evaporated. The residue was refluxed for 1 hour in 250 ml of methanol and 250 ml of water containing 10 g. of potassium hydroxide. The solution was cooled and extracted with chloroform. The aqueous layer ... The reactants are [OH-].[Na+] (sodium hydroxide), ClCOCC (Chloromethyl ethylether), CSCC(=O)NC1=CC(=CC=C1)C(F)(F)F (2-(methylthio)-N-(3-trifluoromethylphenyl)acetamide), P(=O)(O)(O)[O-].[K+] (potassium dihydrogen phosphate). Reagents/catalysts: [Cl-].C(C1=CC=CC=C1)[N+](CC)(CC)CC (benzyl triethylammonium chloride). The solvent is ClCCl (dichloromethane). Product: C(C)OCN(C(CSC)=O)C1=CC(=CC=C1)C(F)(F)F (N-(Ethoxymethyl)-N-(3-trifluoromethylphenyl)-2-(methylthio)acetamide). Isolated yield 102.3%. RXN SMILES: Cl[CH2:2][O:3][CH2:4][CH3:5].[CH3:6][S:7][CH2:8][C:9]([NH:11][C:12]1[CH:17]=[CH:16][CH:15]=[C:14]([C:18]([F:21])([F:20])[F:19])[CH:13]=1)=[O:10].[OH-].[Na+].P([O-])(O)(O)=O.[K+]>ClCCl.[Cl-].C([N+](CC)(CC)CC)C1C=CC=CC=1>[CH2:4]([O:3][CH2:2][N:11]([C:12]1[CH:17]=[CH:16][CH:15]=[C:14]([C:18]([F:19])([F:20])[F:21])[CH:13]=1)[C:9](=[O:10])[CH2:8][S:7][CH3:6])[CH3:5] |f:2.3,4.5,7.8|. Procedure: Chloromethyl ethylether (18.1 g) was added dropwise, during 20 minutes, to a vigorously stirred mixture of crude product of Step 1 (21.8 g) dissolved in dichloromethane (50 ml), 52% aqueous sodium hydroxide (34 g) and benzyl triethylammonium chloride (0.2 g), with water-bath cooling to 20° C. After 30 minutes the mixture was treated with saturated aqueous potassium dihydrogen phosphate until pH 8, at 20° C., extracted with dichloromethane (5×100 ml), the extract dried over sodium sulphate, filte... As a reaction SMILES: [NH2:1][C@H:2]([C:10]([OH:12])=[O:11])[CH2:3][C:4]1[CH:9]=[CH:8][CH:7]=[CH:6][CH:5]=1.[CH2:13]=O.[BrH:15]>>[BrH:15].[CH2:13]1[C:9]2[C:4](=[CH:5][CH:6]=[CH:7][CH:8]=2)[CH2:3][CH:2]([C:10]([OH:12])=[O:11])[NH:1]1 |f:3.4|. Conditions: temperature 65 celsius, time 7 hour. The yield is 86.4%. Product: Br.C1NC(CC2=CC=CC=C12)C(=O)O ((-) -1,2,3,4-Tetrahydroisoquinoline-3-carboxylic Acid Hydrobromide). Procedure details: To 10 g of L-phenylalanine suspended in 108 ml of 47% hydrobromic acid, 23 ml of 37% formalin aqueous solution was added dropwise. The reaction mixture was stirred at 65° C. for 7 hours, and subjected to crystallization under ice cooling for 3 hours. The precipitate was filtered off, and dried at 55° C. under reduced pressure to obtain 13.5 g of Compound 2 (yield 86.4%, optical purity 97% ee). The reactants are N[C@@H](CC1=CC=CC=C1)C(=O)O (L-phenylalanine), C=O (formalin), Br (hydrobromic acid). Reactants: O=C([O-])[O-], C1COCCN1, ClCCl, [K+], [K+], O, Clc1cc(Cl)nc(-n2cnc3ccccc32)n1. Yields the product Clc1cc(N2CCOCC2)nc(-n2cnc3ccccc32)n1. RXN SMILES: [C:18](=[O:19])([O-:20])[O-:21].[CH2:24]1[CH2:25][O:26][CH2:27][CH2:28][NH:29]1.[CH2:30]([Cl:31])[Cl:32].[K+:22].[K+:23].[OH2:33].[n:1]1(-[c:10]2[n:11][c:12]([Cl:17])[cH:13][c:14]([Cl:16])[n:15]2)[cH:2][n:3][c:4]2[c:5]1[cH:6][cH:7][cH:8][cH:9]2>>[n:1]1(-[c:10]2[n:11][c:12]([Cl:17])[cH:13][c:14]([N:29]3[CH2:24][CH2:25][O:26][CH2:27][CH2:28]3)[n:15]2)[cH:2][n:3][c:4]2[c:5]1[cH:6][cH:7][cH:8][cH:9]2. The reactants are NC1=C(C(=O)NCC2=C(C=C(C=C2)Br)F)C=CC(=C1)Br (2-Amino-4-bromo-N-(4-bromo-2-fluorobenzyl)benzamide), N,N'-carbonyldiimidazole, O1CCOCC1 (dioxane). Conditions: temperature 150 celsius, time 30 minute. The product is BrC1=CC=C2C(N(C(NC2=C1)=O)CC1=C(C=C(C=C1)Br)F)=O (7-bromo-3-(4-bromo-2-fluorobenzyl)-1,2,3,4-tetrahydro-2,4-dioxoquinazoline). RXN SMILES: [NH2:1][C:2]1[CH:19]=[C:18]([Br:20])[CH:17]=[CH:16][C:3]=1[C:4]([NH:6][CH2:7][C:8]1[CH:13]=[CH:12][C:11]([Br:14])=[CH:10][C:9]=1[F:15])=[O:5].[O:21]1CCOC[CH2:22]1>>[Br:20][C:18]1[CH:19]=[C:2]2[C:3]([C:4](=[O:5])[N:6]([CH2:7][C:8]3[CH:13]=[CH:12][C:11]([Br:14])=[CH:10][C:9]=3[F:15])[C:22](=[O:21])[NH:1]2)=[CH:16][CH:17]=1. Procedure details: 2-Amino-4-bromo-N-(4-bromo-2-fluorobenzyl)benzamide (2.90 g) and N,N'-carbonyldiimidazole (4.68 g) were dissolved in dioxane (50 ml). The solution was evaporated to give a residue, which was stirred at 150° C. for 30 minutes. After cooling, the precipitates were collected by filtration and washed with ethanol to give 7-bromo-3-(4-bromo-2-fluorobenzyl)-1,2,3,4-tetrahydro-2,4-dioxoquinazoline (2.92 g). Starting materials: ClC=1C=[N+](C=CC1)[O-] (3-chloro-pyridine 1-oxide), amine. The solvent is N1CCCCC1 (piperidine). Product: N1(CCCCC1)C=1C=[N+](C=CC1)[O-] (3,4,5,6-tetrahydro-2H-[1,3′]bipyridinyl 1′-oxide). Isolated yield 133.4%. RXN SMILES: Cl[C:2]1[CH:3]=[N+:4]([O-:8])[CH:5]=[CH:6][CH:7]=1>N1CCCCC1>[N:4]1([C:2]2[CH:3]=[N+:4]([O-:8])[CH:5]=[CH:6][CH:7]=2)[CH2:5][CH2:6][CH2:7][CH2:2][CH2:3]1. Procedure details: A solution of 3-chloro-pyridine 1-oxide (2.40 g, 18.5 mmol) in piperidine (6 mL) was heated at 140° C. for 2 days. After the reaction mixture was cooled to room temperature the amine was removed, and the residue was purified by flash chromatography on a silica gel column (6:1 EtOAc/MeOH), affording 3,4,5,6-tetrahydro-2H-[1,3′]bipyridinyl 1′-oxide as a pale yellow solid (2.20 g, 67%). 1H NMR (CDCl3) δ 1.59-1.67 (m, 6H), 3.14-3.18 (m, 4H), 6.78 (dd, 1H, J=2.1, 8.7 Hz), 7.03 (dd, 1H, J=6.3, 8.7 Hz)... Yields the product ClC1=NC=C(C(=N1)N1CC(C1)OC1=CC=C(C=C1)F)F (2-chloro-5-fluoro-4-(3-(4-fluorophenoxy)azetidin-1-yl)pyrimidine). The reactants are ClC1=NC=C(C(=N1)Cl)F (2,4-dichloro-5-fluoropyrimidine), C(C)N(C(C)C)C(C)C (N-ethyl-N-isopropylpropan-2-amine), Cl.FC1=CC=C(OC2CNC2)C=C1 (3-(4-fluorophenoxy)azetidine hydrochloride). RXN SMILES: [Cl:1][C:2]1[N:7]=[C:6](Cl)[C:5]([F:9])=[CH:4][N:3]=1.C(N(C(C)C)C(C)C)C.Cl.[F:20][C:21]1[CH:31]=[CH:30][C:24]([O:25][CH:26]2[CH2:29][NH:28][CH2:27]2)=[CH:23][CH:22]=1>CC(O)C>[Cl:1][C:2]1[N:7]=[C:6]([N:28]2[CH2:29][CH:26]([O:25][C:24]3[CH:23]=[CH:22][C:21]([F:20])=[CH:31][CH:30]=3)[CH2:27]2)[C:5]([F:9])=[CH:4][N:3]=1 |f:2.3|. Isolated yield 90.0%. Reaction conditions: time 1 hour. Reported procedure: To a solution 2,4-dichloro-5-fluoropyrimidine (150.0 mg, 0.898 mmol) in 2-propanol (4.00 mL) at RT was added N-ethyl-N-isopropylpropan-2-amine (0.469 mL, 2.70 mmol) followed by 3-(4-fluorophenoxy)azetidine hydrochloride (183 mg, 0.898 mmol). The resulting reaction mixture was stirred at RT for 1 h and concentrated. Purification of the crude using MPLC (25 g cartridge, 40 g column, 0 to 60% EtOAc-hexanes) gave 2-chloro-5-fluoro-4-(3-(4-fluorophenoxy)azetidin-1-yl)pyrimidine (240.6 mg). The solvent is CC(C)O (2-propanol).